Dataset: the Open Reaction Database (ORD), a public repository of structured organic reaction records. Task: describe an organic reaction: reactants, conditions, products, and yield Starting materials: Cl (hydrochloric acid), OC1=C2C(=NC=C1C(=O)OCC)SC(=C2)C (ethyl 4-hydroxy-2-methylthieno-[2,3-b]pyridine-5-carboxylate), [OH-].[K+] (potassium hydroxide), C(C)I (ethyl iodide). The solvent is O (water), O (water), C(C)O (ethanol). Yields the product C(C)N1C2=C(C(C(=C1)C(=O)O)=O)C=C(S2)C (7-ethyl-4,7-dihydro-2-methyl-4-oxothieno[2,3-b]pyridine-5-carboxylic acid). As a reaction SMILES: [OH:1][C:2]1[C:7]([C:8]([O:10]CC)=[O:9])=[CH:6][N:5]=[C:4]2[S:13][C:14]([CH3:16])=[CH:15][C:3]=12.[OH-].[K+].[CH2:19](I)[CH3:20].Cl>O.C(O)C>[CH2:19]([N:5]1[CH:6]=[C:7]([C:8]([OH:10])=[O:9])[C:2](=[O:1])[C:3]2[CH:15]=[C:14]([CH3:16])[S:13][C:4]1=2)[CH3:20] |f:1.2|. Procedure: A mixture of 1.4 parts of ethyl 4-hydroxy-2-methylthieno-[2,3-b]pyridine-5-carboxylate, 12 parts by volume of 10 % aqueous potassium hydroxide, 48 parts by volume of ethanol, 60 parts by volume of water and 1.8 parts by volume of ethyl iodide is refluxed for about 3 hours. After cooling, the reaction mixture is added to 60 parts by volume of water containing 3 parts by volume of concentrated hydrochloric acid and the resulting crystals are collected by filtration to give 7-ethyl-4,7-dihydro-2-me... Reactants: CCOC(=O)C(CCc1ccccc1)NC(C)C(=O)N(CC(=O)OC(C)(C)C)C(C)c1ccccc1, Cl, C1COCCO1. Yields the product CCOC(=O)C(CCc1ccccc1)NC(C)C(=O)N(CC(=O)O)C(C)c1ccccc1, Cl. Reaction SMILES: [CH2:1]([CH3:2])[O:3][C:4](=[O:5])[CH:6]([CH2:7][CH2:8][c:9]1[cH:10][cH:11][cH:12][cH:13][cH:14]1)[NH:15][CH:16]([CH3:17])[C:18](=[O:19])[N:20]([CH2:21][C:22](=[O:23])[O:24][C:25]([CH3:26])([CH3:27])[CH3:28])[CH:29]([CH3:30])[c:31]1[cH:32][cH:33][cH:34][cH:35][cH:36]1.[ClH:37].[O:38]1[CH2:39][CH2:40][O:41][CH2:42][CH2:43]1>>[CH2:1]([CH3:2])[O:3][C:4](=[O:5])[CH:6]([CH2:7][CH2:8][c:9]1[cH:10][cH:11][cH:12][cH:13][cH:14]1)[NH:15][CH:16]([CH3:17])[C:18](=[O:19])[N:20]([CH2:21][C:22](=[O:23])[OH:24])[CH:29]([CH3:30])[c:31]1[cH:32][cH:33][cH:34][cH:35][cH:36]1.[ClH:37]. The reactants are [O-2].[Zn+2] (zinc oxide), fatty acid, C(C=C)(=O)O (acrylic acid), S(=O)(=O)(O)C(C(=O)OCCCCCCCC)CC(=O)OCCCCCCCC.[Na] (sodium dioctyl sulfosuccinate). Run in C1(=CC=CC=C1)C (toluene). Product: C(C=C)(=O)[O-].[Zn+2].C(C=C)(=O)[O-] (zinc acrylate). Reaction SMILES: S([CH:5]([CH2:17]C(OCCCCCCCC)=O)[C:6]([O:8]CCCCCCCC)=[O:7])(O)(=O)=O.[Na].[O-2].[Zn+2:31].[C:32]([OH:36])(=[O:35])[CH:33]=[CH2:34]>C1(C)C=CC=CC=1>[C:6]([O-:8])(=[O:7])[CH:5]=[CH2:17].[Zn+2:31].[C:32]([O-:36])(=[O:35])[CH:33]=[CH2:34] |f:0.1,2.3,6.7.8,^1:28|. Procedure details: U.S. Pat. No. 5,789,616 disclosed a process comprising adding at the first an anionic surfactant, sodium dioctyl sulfosuccinate, in toluene, following with adding successively zinc oxide, fatty acid and acrylic acid, and, after completion of the reaction, drying by distillation at a reduced pressure, and pulverizing and sieving the thus produced crude product to yield a modified zinc acrylate powder having a particle size characterized in that 64% of particles<44 μm, 54% of particles<10 μm, and ... Reactants: ClC1=CC2=C(C3=C(S2)C(=C(S3)C#N)O)C=C1 (6-chloro-3-hydroxythieno[3,2-b][1]benzothiophene-2-carbonitrile), C([O-])([O-])=O.[K+].[K+] (potassium carbonate), BrCC(=O)OC (methyl bromoacetate). Solvent: CN(C)C=O (DMF), C(C)(=O)OCC (ethyl acetate). The product is ClC1=CC2=C(C3=C(S2)C(=C(S3)C#N)OCC(=O)OC)C=C1 (methyl [(6-chloro-2-cyanothieno[3,2-b][1]benzothien-3-yl)oxy]acetate). Yield: 90.0%. Reaction SMILES: [Cl:1][C:2]1[CH:16]=[CH:15][C:5]2[C:6]3[S:11][C:10]([C:12]#[N:13])=[C:9]([OH:14])[C:7]=3[S:8][C:4]=2[CH:3]=1.C(=O)([O-])[O-].[K+].[K+].Br[CH2:24][C:25]([O:27][CH3:28])=[O:26]>CN(C=O)C.C(OCC)(=O)C>[Cl:1][C:2]1[CH:16]=[CH:15][C:5]2[C:6]3[S:11][C:10]([C:12]#[N:13])=[C:9]([O:14][CH2:24][C:25]([O:27][CH3:28])=[O:26])[C:7]=3[S:8][C:4]=2[CH:3]=1 |f:1.2.3|. Procedure: A solution of 6-chloro-3-hydroxythieno[3,2-b][1]benzothiophene-2-carbonitrile (200 mg, 0.8 mmol), potassium carbonate (156 mg, 1.5 eq), methyl bromoacetate (110 μL, 1.5 eq) in DMF was heated at 60° C. for 1.5 h. The solution was diluted with ethyl acetate, washed with water and brine, dried, filtered, evaporated, and flash chromatographed (20-30% ethyl acetate/hexanes) to provide methyl [(6-chloro-2-cyanothieno[3,2-b][1]benzothien-3-yl)oxy]acetate (230 mg, 90%) as a white, fibrous solid. The reactants are COC1=CC=C(C=C1)CC(C(=O)OC(C)(C)C)(C)C (Tert-butyl 3-(4-methoxyphenyl)-2,2-dimethylpropanoate), II (Iodine). The reagents and catalysts are S(=O)(=O)([O-])[O-].[Ag+2] (silver sulfate). Run in C(C)O (ethanol), C(C)(=O)OCC (ethyl acetate). Product: IC=1C=C(C=CC1OC)CC(C(=O)OC(C)(C)C)(C)C (tert-butyl 3-(3-iodo-4-methoxyphenyl)-2,2-dimethylpropanoate). As a reaction SMILES: [CH3:1][O:2][C:3]1[CH:8]=[CH:7][C:6]([CH2:9][C:10]([CH3:19])([CH3:18])[C:11]([O:13][C:14]([CH3:17])([CH3:16])[CH3:15])=[O:12])=[CH:5][CH:4]=1.[I:20]I>C(O)C.C(OCC)(=O)C.S([O-])([O-])(=O)=O.[Ag+2]>[I:20][C:4]1[CH:5]=[C:6]([CH2:9][C:10]([CH3:19])([CH3:18])[C:11]([O:13][C:14]([CH3:17])([CH3:16])[CH3:15])=[O:12])[CH:7]=[CH:8][C:3]=1[O:2][CH3:1] |f:4.5|. Procedure details: Tert-butyl 3-(4-methoxyphenyl)-2,2-dimethylpropanoate (1.45 g, 5.48 mmol) was dissolved in ethanol (55 mL). Iodine (1.392 g, 5.48 mmol) and silver sulfate (1.710 g, 5.48 mmol) were added, and the reaction was stirred vigorously at room temperature, protected from light, for 1 hr. The reaction was diluted with ethyl acetate (100 mL) and filtered. The filtrate was washed with sodium bisulfite (2×60 mL), water (70 mL), and brine (70 mL). The organic layer was dried over sodium sulfate, filtered, an... Reactants: [H-].[Al+3].[Li+].[H-].[H-].[H-] (lithium aluminum hydride), C(C)OCC (diethyl ether), [C@H]12C(C=C[C@H](O1)CO2)=O (1,6-anhydro-3,4-dideoxy-β-D-glycero-hex-3-enopyranos-2-ulose), [H-].[Al+3].[Li+].[H-].[H-].[H-] (lithium aluminum hydride), C(C)OCC (diethyl ether). Solvent: O (water). Run at time 30 minute. The product is [C@H]12[C@@H](O)C=C[C@H](O1)CO2 (1,6-anhydro-3,4-dideoxy-β-D-threo-hex-3-enopyranose). Yield: 71.4%. As a reaction SMILES: C(OCC)C.[C@@H:6]12[O:13][CH2:12][C@@H:10]([O:11]1)[CH:9]=[CH:8][C:7]2=[O:14].[H-].[Al+3].[Li+].[H-].[H-].[H-]>O>[C@@H:6]12[O:13][CH2:12][C@@H:10]([O:11]1)[CH:9]=[CH:8][C@@H:7]2[OH:14] |f:2.3.4.5.6.7|. Procedure: 50 ml of a dry diethyl ether solution containing 20 g of 1,6-anhydro-3,4-dideoxy-β-D-glycero-hex-3-enopyranos-2-ulose, was gradually dropwise added to 500 ml of a dry diethyl ether suspension containing 3.0 g of lithium aluminum hydride, at 0° C. under an inert atmosphere of nitrogen gas. After completion of the dropwise addition, the mixture was immediately returned to room temperature, and stirring was continued for 30 minutes. Disappearance of the starting material was confirmed by thin layer... Reactants: FC(C=1C=C(C=C(C1)C(F)(F)F)[C@@H](C)O[C@@H]1[C@H]([C@@H]([C@@H](CC1)CCS(=O)(=O)[O-])CCS(=O)(=O)[O-])C1=CC=C(C=C1)F)(F)F ([(1S,2R,3R,4S)-4-{(1R)-1-[3,5-bis(Trifluoromethyl)phenyl]ethoxy}-3-(4-fluorophenyl)cyclohexane-1,2-diyl]di(methylene)dimethanesulfonate), C(C1=CC=CC=C1)N (benzylamine). Run in C(C)O (ethanol). Reaction conditions: temperature 150 celsius. Product: C(C1=CC=CC=C1)N1C[C@H]2CC[C@@H]([C@H]([C@@H]2C1)C1=CC=C(C=C1)F)O[C@H](C)C1=CC(=CC(=C1)C(F)(F)F)C(F)(F)F ((3aR,4R,5S,7aS)-2-Benzyl-5-{(1R)-1-[3,5-bis(trifluoromethyl)phenyl]ethoxy}-4-(4-fluorophenyl)octahydro-1H-isoindole). RXN SMILES: [F:1][C:2]([F:42])([F:41])[C:3]1[CH:4]=[C:5]([C@H:13]([O:15][C@H:16]2[CH2:21][CH2:20][C@@H:19]([CH2:22]CS([O-])(=O)=O)[C@@H:18]([CH2:28]CS([O-])(=O)=O)[C@@H:17]2[C:34]2[CH:39]=[CH:38][C:37]([F:40])=[CH:36][CH:35]=2)[CH3:14])[CH:6]=[C:7]([C:9]([F:12])([F:11])[F:10])[CH:8]=1.[CH2:43]([NH2:50])[C:44]1[CH:49]=[CH:48][CH:47]=[CH:46][CH:45]=1>C(O)C>[CH2:43]([N:50]1[CH2:28][C@@H:18]2[C@H:19]([CH2:20][CH2:21][C@H:16]([O:15][C@@H:13]([C:5]3[CH:6]=[C:7]([C:9]([F:10])([F:11])[F:12])[CH:8]=[C:3]([C:2]([F:42])([F:41])[F:1])[CH:4]=3)[CH3:14])[C@H:17]2[C:34]2[CH:39]=[CH:38][C:37]([F:40])=[CH:36][CH:35]=2)[CH2:22]1)[C:44]1[CH:49]=[CH:48][CH:47]=[CH:46][CH:45]=1. Procedure details: In a pressure tube was placed a solution of crude [(1S,2R,3R,4S)-4-{(1R)-1-[3,5-bis(trifluoromethyl)phenyl]ethoxy}-3-(4-fluorophenyl)cyclohexane-1,2-diyl]di(methylene) dimethanesulfonate (step H) in ˜20 mL ethanol and 1.2 mL (˜3 equiv.) benzylamine. The pressure tube was sealed and heated at 150° C. in an oil bath for 3 hr. The tube was cooled to RT and opened. The resulting mixture was transferred to a round bottom flask and the solvent removed under vacuum. The residue was diluted with 100 mL ...